This data is from the Open Reaction Database (ORD), a public repository of structured organic reaction records. The task is: describe an organic reaction: reactants, conditions, products, and yield The reactants are OC(CCC(=O)[O-])C1=C(C=CC=C1)C.[Na+] (sodium 4-hydroxy-4-(2-methyl-phenyl)butanoate), [H-].[Na+] (sodium hydride), FC1=C(C#N)C=CC(=C1)OCC=1C=NC=CC1 (2-fluoro-4-(3-pyridyl-methoxy)benzonitrile). Run in O1CCCC1 (tetrahydrofuran). Conditions: time 1 hour. Yields the product C(#N)C1=C(OC(CCC(=O)O)C2=C(C=CC=C2)C)C=C(C=C1)OCC=1C=NC=CC1 (4-[2-cyano-5-(3-pyridylmethoxy)phenoxy]-4-(2-methylphenyl)butanoic acid). As a reaction SMILES: [OH:1][CH:2]([C:8]1[CH:13]=[CH:12][CH:11]=[CH:10][C:9]=1[CH3:14])[CH2:3][CH2:4][C:5]([O-:7])=[O:6].[Na+].[H-].[Na+].F[C:19]1[CH:26]=[C:25]([O:27][CH2:28][C:29]2[CH:30]=[N:31][CH:32]=[CH:33][CH:34]=2)[CH:24]=[CH:23][C:20]=1[C:21]#[N:22]>O1CCCC1>[C:21]([C:20]1[CH:23]=[CH:24][C:25]([O:27][CH2:28][C:29]2[CH:30]=[N:31][CH:32]=[CH:33][CH:34]=2)=[CH:26][C:19]=1[O:1][CH:2]([C:8]1[CH:13]=[CH:12][CH:11]=[CH:10][C:9]=1[CH3:14])[CH2:3][CH2:4][C:5]([OH:7])=[O:6])#[N:22] |f:0.1,2.3|. Reported procedure: A mixture of sodium 4-hydroxy-4-(2-methyl-phenyl)butanoate, thought to be the (R)-enantiomer, (3 g) and sodium hydride (1.5 g; 60% w/v dispersion in mineral oil; 37.5 mmol) in tetrahydrofuran (50 mL) is stirred at ambient temperature for 1 hour under an atmosphere of argon and is then warmed to 55° C. It is then treated with 2-fluoro-4-(3-pyridyl-methoxy)benzonitrile (3 g), in one portion, and stirring is continued at 55° C. for 15 hours. The reaction mixture is then cooled, concentrated in vacu...